The task is: describe an organic reaction: reactants, conditions, products, and yield. This data is from the Open Reaction Database (ORD), a public repository of structured organic reaction records. Reactants: COc1ccc(CC#N)cc1Br, CN(C)C=O, ClCCOCCCl, [H-], [Na+], O. Yields the product COc1ccc(C2(C#N)CCOCC2)cc1Br. Reaction SMILES: [Br:1][c:2]1[cH:3][c:4]([CH2:10][C:11]#[N:12])[cH:5][cH:6][c:7]1[O:8][CH3:9].[CH3:23][N:24]([CH3:25])[CH:26]=[O:27].[Cl:15][CH2:16][CH2:17][O:18][CH2:19][CH2:20][Cl:21].[H-:13].[Na+:14].[OH2:22]>>[Br:1][c:2]1[cH:3][c:4]([C:10]2([C:11]#[N:12])[CH2:16][CH2:17][O:18][CH2:19][CH2:20]2)[cH:5][cH:6][c:7]1[O:8][CH3:9]. Starting materials: Cn1nnnc1-c1cccc(N)c1, Cc1ccccc1, O=C(Cl)Oc1ccccc1, ClCCl, Cl, Cc1cccc(C)n1. The product is Cn1nnnc1-c1cccc(NC(=O)Oc2ccccc2)c1. Reaction SMILES: [CH3:1][n:2]1[n:3][n:4][n:5][c:6]1-[c:7]1[cH:8][c:9]([NH2:13])[cH:10][cH:11][cH:12]1.[CH3:36][c:37]1[cH:38][cH:39][cH:40][cH:41][cH:42]1.[Cl:22][C:23](=[O:24])[O:25][c:26]1[cH:27][cH:28][cH:29][cH:30][cH:31]1.[Cl:33][CH2:34][Cl:35].[ClH:32].[n:14]1[c:15]([CH3:16])[cH:17][cH:18][cH:19][c:20]1[CH3:21]>>[CH3:1][n:2]1[n:3][n:4][n:5][c:6]1-[c:7]1[cH:8][c:9]([NH:13][C:23](=[O:24])[O:25][c:26]2[cH:27][cH:28][cH:29][cH:30][cH:31]2)[cH:10][cH:11][cH:12]1. The reactants are C1(=CN2C3=C(C=CC=C13)CC2)C=2C(NC(C2C2=CNC1=CC=CC=C21)=O)=O (3-(4,5-dihydro-pyrrolo[3,2,1-hi]indol-1-yl)-4-(1H-indol-3-yl)-pyrrole-2,5-dione), [Mg] (magnesium), C(C)(=O)OCC (ethyl acetate). Solvent: CO (methanol). Product: C1(=CN2C3=C(C=CC=C13)CC2)[C@@H]2C(NC([C@H]2C2=CNC1=CC=CC=C21)=O)=O ((±)-trans-3-(4,5-dihydro-pyrrolo[3,2,1-hi]indol-1-yl)-4-(1H-indol-3-yl)-pyrrolidine-2,5-dione). Yield: 92.1%. Reaction SMILES: [C:1]1([C:12]2[C:13](=[O:27])[NH:14][C:15](=[O:26])[C:16]=2[C:17]2[C:25]3[C:20](=[CH:21][CH:22]=[CH:23][CH:24]=3)[NH:19][CH:18]=2)[C:9]2[C:4]3=[C:5]([CH2:10][CH2:11][N:3]3[CH:2]=1)[CH:6]=[CH:7][CH:8]=2.[Mg].C(OCC)(=O)C>CO>[C:1]1([C@H:12]2[C@H:16]([C:17]3[C:25]4[C:20](=[CH:21][CH:22]=[CH:23][CH:24]=4)[NH:19][CH:18]=3)[C:15](=[O:26])[NH:14][C:13]2=[O:27])[C:9]2[C:4]3=[C:5]([CH2:10][CH2:11][N:3]3[CH:2]=1)[CH:6]=[CH:7][CH:8]=2. Procedure: To a solution of 3-(4,5-dihydro-pyrrolo[3,2,1-hi]indol-1-yl)-4-(1H-indol-3-yl)-pyrrole-2,5-dione (115 mg, 0.33 mmol) in anhydrous methanol (10 ml) was added magnesium turnings (200 mg). The mixture was heated to reflux for 1.5 hours. The mixture was cooled to room temperature poured into ethyl acetate (100 ml) washed with 1M hydrochloric acid (100 ml) and dried over anhydrous magnesium sulfate. Evaporation to dryness gave a residue that was purified by flash column chromatography (SiO2, 50% EtOA... Starting materials: CCOC(=O)c1ccc(C#N)c(NC2CCCC2)c1, O=C([O-])[O-], CS(C)=O, [K+], [K+], O, OO. The product is CCOC(=O)c1ccc(C(N)=O)c(NC2CCCC2)c1. RXN SMILES: [C:1](#[N:2])[c:3]1[c:4]([NH:14][CH:15]2[CH2:16][CH2:17][CH2:18][CH2:19]2)[cH:5][c:6]([C:7](=[O:8])[O:9][CH2:10][CH3:11])[cH:12][cH:13]1.[C:20]([O-:21])(=[O:22])[O-:23].[CH3:29][S:30]([CH3:31])=[O:32].[K+:24].[K+:25].[OH2:28].[OH:26][OH:27]>>[C:1]([NH2:2])([c:3]1[c:4]([NH:14][CH:15]2[CH2:16][CH2:17][CH2:18][CH2:19]2)[cH:5][c:6]([C:7](=[O:8])[O:9][CH2:10][CH3:11])[cH:12][cH:13]1)=[O:21]. Reactants: C(CCC)[Li] (n-butyllithium), solution, ClC(=O)OCC (ethyl chloroformate), [Cl-].[NH4+] (ammonium chloride), C1(=CC=CC=C1)C#CC1=CN=C(S1)C=1SC=CC1 (1-phenyl-2-[2-(thien-2-yl)thiazol-5-yl]ethyne). The solvent is CCCCCC (hexane), O1CCCC1 (tetrahydrofuran), O1CCCC1 (tetrahydrofuran). Reaction conditions: temperature -78 celsius, time 2 hour. Yields the product C1(=CC=CC=C1)C#CC1=CN=C(S1)C1=CC=C(S1)C(=O)OCC (ethyl [5-[5-phenylethynylthiazol-2-yl]thien-2-yl]carboxylate). Yield: 80.5%. RXN SMILES: [C:1]1([C:7]#[C:8][C:9]2[S:13][C:12]([C:14]3[S:15][CH:16]=[CH:17][CH:18]=3)=[N:11][CH:10]=2)[CH:6]=[CH:5][CH:4]=[CH:3][CH:2]=1.C([Li])CCC.Cl[C:25]([O:27][CH2:28][CH3:29])=[O:26].[Cl-].[NH4+]>O1CCCC1.CCCCCC>[C:1]1([C:7]#[C:8][C:9]2[S:13][C:12]([C:14]3[S:15][C:16]([C:25]([O:27][CH2:28][CH3:29])=[O:26])=[CH:17][CH:18]=3)=[N:11][CH:10]=2)[CH:2]=[CH:3][CH:4]=[CH:5][CH:6]=1 |f:3.4|. Procedure details: Under a dry nitrogen atmosphere, a stirred solution of 0.80 gram (0.0030 mole) of 1-phenyl-2-[2-(thien-2-yl)thiazol-5-yl]ethyne in 20 ml of tetrahydrofuran was cooled to -78° C. A solution of n-butyllithium (1.4 ml of a 2.1M solution in hexane) was added, and the mixture was stirred at -78° C. for two hours. This mixture was transferred to another reaction flask containing a stirred solution of 0.65 gram (0.0060 mole) of ethyl chloroformate in 10 ml of tetrahydrofuran. This reaction mixture was ... Starting materials: C1(CC1)C=1C=CC(=NC1O[C@@H](CCO)C(F)(F)F)C(=O)O (5-cyclopropyl-6-((S)-3-hydroxy-1-trifluoromethyl-propoxy)-pyridine-2-carboxylic acid), NC(C(=O)NC)(CC)CC (2-amino-2-ethyl-N-methyl-butyramide). The product is C(C)C(CC)(C(NC)=O)NC(=O)C1=NC(=C(C=C1)C1CC1)O[C@@H](CCO)C(F)(F)F (5-Cyclopropyl-6-((S)-3-hydroxy-1-trifluoromethyl-propoxy)-pyridine-2-carboxylic acid (1-ethyl-1-methylcarbamoyl-propyl)-amide). As a reaction SMILES: [CH:1]1([C:4]2[CH:5]=[CH:6][C:7]([C:19](O)=[O:20])=[N:8][C:9]=2[O:10][C@H:11]([C:15]([F:18])([F:17])[F:16])[CH2:12][CH2:13][OH:14])[CH2:3][CH2:2]1.[NH2:22][C:23]([CH2:30][CH3:31])([CH2:28][CH3:29])[C:24]([NH:26][CH3:27])=[O:25]>>[CH2:28]([C:23]([NH:22][C:19]([C:7]1[CH:6]=[CH:5][C:4]([CH:1]2[CH2:3][CH2:2]2)=[C:9]([O:10][C@H:11]([C:15]([F:16])([F:18])[F:17])[CH2:12][CH2:13][OH:14])[N:8]=1)=[O:20])([C:24](=[O:25])[NH:26][CH3:27])[CH2:30][CH3:31])[CH3:29]. Procedure details: The title compound was synthesized in analogy to Example 1, using 5-cyclopropyl-6-((S)-3-hydroxy-1-trifluoromethyl-propoxy)-pyridine-2-carboxylic acid (Example 319a) and 2-amino-2-ethyl-N-methyl-butyramide (Example 70b) as starting materials; MS (EI) 432.4 (M+H)+.